Dataset: the Open Reaction Database (ORD), a public repository of structured organic reaction records. Task: describe an organic reaction: reactants, conditions, products, and yield Reactants: N1=C(Cl)N=C(Cl)N=C1Cl (cyanuric chloride), N1=C(Cl)N=C(Cl)N=C1Cl (cyanuric chloride), BrC1=CC(=C(/C=N/O)C=C1F)F ((E)-4-bromo-2,5-difluorobenzaldehyde oxime). The solvent is O (water), CN(C)C=O (DMF), CN(C)C=O (DMF). Run at time 1 hour. The product is BrC1=CC(=C(C#N)C=C1F)F (4-bromo-2,5-difluorobenzonitrile). Isolated yield 67.7%. Reaction SMILES: N1C(Cl)=NC(Cl)=NC=1Cl.[Br:10][C:11]1[C:19]([F:20])=[CH:18][C:14](/[CH:15]=[N:16]/O)=[C:13]([F:21])[CH:12]=1>CN(C=O)C.O>[Br:10][C:11]1[C:19]([F:20])=[CH:18][C:14]([C:15]#[N:16])=[C:13]([F:21])[CH:12]=1. Procedure: A solution of cyanuric chloride (3.12 g, 16.94 mmol) and dry DMF (8.5 mL) was stirred for 30 min or until the formation of white solid. Disappearance of cyanuric chloride was confirmed by TLC. (E)-4-bromo-2,5-difluorobenzaldehyde oxime (4.0 g, 16.94 mmol) in DMF (26 mL) was added dropwise to the suspension and stirred for 1 h. The reaction mixture was diluted with water and extracted with hexanes. The organic extract was washed with water, washed with saturated brine solution, dried (Na2SO4), fi... Run in C1CCOC1 (THF). As a reaction SMILES: [F:1][CH2:2][C:3]([C:7]1[O:11][N:10]=[C:9]([NH:12][C:13](=[O:21])OC2C=CC=CC=2)[CH:8]=1)([CH3:6])[CH2:4][F:5].[CH3:22][O:23][C:24]1[CH:25]=[C:26]2[C:31](=[CH:32][C:33]=1[O:34][CH2:35][CH2:36][O:37][CH3:38])[N:30]=[CH:29][N:28]=[C:27]2[O:39][C:40]1[CH:41]=[C:42]([CH:44]=[CH:45][CH:46]=1)[NH2:43]>CN(C)C1C=CN=CC=1.C1COCC1>[F:5][CH2:4][C:3]([C:7]1[O:11][N:10]=[C:9]([NH:12][C:13]([NH:43][C:42]2[CH:44]=[CH:45][CH:46]=[C:40]([O:39][C:27]3[C:26]4[C:31](=[CH:32][C:33]([O:34][CH2:35][CH2:36][O:37][CH3:38])=[C:24]([O:23][CH3:22])[CH:25]=4)[N:30]=[CH:29][N:28]=3)[CH:41]=2)=[O:21])[CH:8]=1)([CH3:6])[CH2:2][F:1]. Yield: 37.0%. The product is FCC(CF)(C)C1=CC(=NO1)NC(=O)NC1=CC(=CC=C1)OC1=NC=NC2=CC(=C(C=C12)OC)OCCOC (1-[5-(1,3-difluoro-2-methylpropan-2-yl)isoxazol-3-yl]-3-{3-[6-methoxy-7-(2-methoxyethoxy)quinazolin-4-yloxy]phenyl}urea). Reagents/catalysts: CN(C1=CC=NC=C1)C (4-(dimethylamino)pyridine). Reported procedure: The title compound was prepared as described in Example 162B, using phenyl 5-(1,3-difluoro-2-methylpropan-2-yl)isoxazol-3-ylcarbamate as described in Example 162A (0.089 g, 0.3 mmol), 3-(6-methoxy-7-(2-methoxyethoxy)quinazolin-4-yloxy)aniline from Example 117B (0.102 g, 0.3 mmol), and 4-(dimethylamino)pyridine (0.03 g) in THF (6 mL), to afford 1-[5-(1,3-difluoro-2-methylpropan-2-yl)isoxazol-3-yl]-3-{3-[6-methoxy-7-(2-methoxyethoxy)quinazolin-4-yloxy]phenyl}urea as solid (0.061 g, 37%). 1H NMR (3... Starting materials: FCC(CF)(C)C1=CC(=NO1)NC(OC1=CC=CC=C1)=O (phenyl 5-(1,3-difluoro-2-methylpropan-2-yl)isoxazol-3-ylcarbamate), Example 162A, COC=1C=C2C(=NC=NC2=CC1OCCOC)OC=1C=C(N)C=CC1 (3-(6-methoxy-7-(2-methoxyethoxy)quinazolin-4-yloxy)aniline). Starting materials: Clc1cnc(Br)c(Cl)c1, O=C([O-])[O-], Cc1ccccc1, CCO, CCOC(C)=O, COc1ccccc1NC(=O)c1ccc(Cl)c(B2OC(C)(C)C(C)(C)O2)c1, [Na+], [Na+], c1ccc(P(c2ccccc2)(c2ccccc2)[Pd](P(c2ccccc2)(c2ccccc2)c2ccccc2)(P(c2ccccc2)(c2ccccc2)c2ccccc2)P(c2ccccc2)(c2ccccc2)c2ccccc2)cc1. The product is COc1ccccc1NC(=O)c1ccc(Cl)c(-c2ncc(Cl)cc2Cl)c1. Reaction SMILES: [Br:34][c:35]1[n:36][cH:37][c:38]([Cl:42])[cH:39][c:40]1[Cl:41].[C:1](=[O:2])([O-:3])[O-:4].[CH3:43][c:44]1[cH:45][cH:46][cH:47][cH:48][cH:49]1.[CH3:50][CH2:51][OH:52].[CH3:53][CH2:54][O:55][C:56](=[O:57])[CH3:58].[Cl:7][c:8]1[c:9]([B:25]2[O:26][C:27]([CH3:28])([CH3:29])[C:30]([CH3:31])([CH3:32])[O:33]2)[cH:10][c:11]([C:12](=[O:13])[NH:14][c:15]2[c:16]([O:21][CH3:22])[cH:17][cH:18][cH:19][cH:20]2)[cH:23][cH:24]1.[Na+:5].[Na+:6].[cH:59]1[cH:60][cH:61][c:62]([P:63]([Pd:64]([P:65]([c:66]2[cH:67][cH:68][cH:69][cH:70][cH:71]2)([c:72]2[cH:73][cH:74][cH:75][cH:76][cH:77]2)[c:78]2[cH:79][cH:80][cH:81][cH:82][cH:83]2)([P:84]([c:85]2[cH:86][cH:87][cH:88][cH:89][cH:90]2)([c:91]2[cH:92][cH:93][cH:94][cH:95][cH:96]2)[c:97]2[cH:98][cH:99][cH:100][cH:101][cH:102]2)[P:103]([c:104]2[cH:105][cH:106][cH:107][cH:108][cH:109]2)([c:110]2[cH:111][cH:112][cH:113][cH:114][cH:115]2)[c:116]2[cH:117][cH:118][cH:119][cH:120][cH:121]2)([c:122]2[cH:123][cH:124][cH:125][cH:126][cH:127]2)[c:128]2[cH:129][cH:130][cH:131][cH:132][cH:133]2)[cH:134][cH:135]1>>[Cl:7][c:8]1[c:9](-[c:35]2[n:36][cH:37][c:38]([Cl:42])[cH:39][c:40]2[Cl:41])[cH:10][c:11]([C:12](=[O:13])[NH:14][c:15]2[c:16]([O:21][CH3:22])[cH:17][cH:18][cH:19][cH:20]2)[cH:23][cH:24]1. Reactants: ClCCl, CNC(=O)c1c(-c2ccc(Oc3ccc(F)cc3)cc2)oc2ccc(OC(C)C)c(F)c12. The product is CNC(=O)c1c(-c2ccc(Oc3ccc(F)cc3)cc2)oc2ccc(O)c(F)c12. RXN SMILES: [Cl:33][CH2:34][Cl:35].[F:1][c:2]1[c:3]([O:29][CH:30]([CH3:31])[CH3:32])[cH:4][cH:5][c:6]2[c:7]1[c:8]([C:25](=[O:26])[NH:27][CH3:28])[c:9](-[c:11]1[cH:12][cH:13][c:14]([O:17][c:18]3[cH:19][cH:20][c:21]([F:24])[cH:22][cH:23]3)[cH:15][cH:16]1)[o:10]2>>[F:1][c:2]1[c:3]([OH:29])[cH:4][cH:5][c:6]2[c:7]1[c:8]([C:25](=[O:26])[NH:27][CH3:28])[c:9](-[c:11]1[cH:12][cH:13][c:14]([O:17][c:18]3[cH:19][cH:20][c:21]([F:24])[cH:22][cH:23]3)[cH:15][cH:16]1)[o:10]2. Starting materials: ClC(Cl)Cl, Cc1n[nH]c(N)c1-c1nc2ccc(S(=O)(=O)Cl)cc2s1, NCCc1cccs1. Product: Cc1n[nH]c(N)c1-c1nc2ccc(S(=O)(=O)NCCc3cccs3)cc2s1. As a reaction SMILES: [CH:29]([Cl:30])([Cl:31])[Cl:32].[NH2:1][c:2]1[c:3](-[c:8]2[s:9][c:10]3[c:11]([n:12]2)[cH:13][cH:14][c:15]([S:17](=[O:18])(=[O:19])[Cl:20])[cH:16]3)[c:4]([CH3:7])[n:5][nH:6]1.[s:21]1[c:22]([CH2:26][CH2:27][NH2:28])[cH:23][cH:24][cH:25]1>>[NH2:1][c:2]1[c:3](-[c:8]2[s:9][c:10]3[c:11]([n:12]2)[cH:13][cH:14][c:15]([S:17](=[O:18])(=[O:19])[NH:28][CH2:27][CH2:26][c:22]2[s:21][cH:25][cH:24][cH:23]2)[cH:16]3)[c:4]([CH3:7])[n:5][nH:6]1.